Dataset: the Open Reaction Database (ORD), a public repository of structured organic reaction records. Task: describe an organic reaction: reactants, conditions, products, and yield Reaction SMILES: [CH3:7][S:8]([CH3:9])=[O:10].[Cl:11][c:12]1[c:13]([CH2:14][N:15]2[CH2:16][CH:17]([CH2:25][OH:26])[CH:18]([c:20]3[cH:21][s:22][cH:23][cH:24]3)[CH2:19]2)[cH:27][cH:28][c:29]([Cl:31])[cH:30]1.[Cl:1][C:2]([C:3]([Cl:4])=[O:5])=[O:6].[Cl:32][CH2:33][Cl:34]>>[Cl:11][c:12]1[c:13]([CH2:14][N:15]2[CH2:16][CH:17]([CH:25]=[O:26])[CH:18]([c:20]3[cH:21][s:22][cH:23][cH:24]3)[CH2:19]2)[cH:27][cH:28][c:29]([Cl:31])[cH:30]1. The product is O=CC1CN(Cc2ccc(Cl)cc2Cl)CC1c1ccsc1. The reactants are CS(C)=O, OCC1CN(Cc2ccc(Cl)cc2Cl)CC1c1ccsc1, O=C(Cl)C(=O)Cl, ClCCl. The reactants are CC(=O)[O-], CC(=O)[O-], C1CCNC1, Cc1ccccc1, CC(C)(C)[O-], CC1(C)Cc2c(OS(=O)(=O)C(F)(F)F)ccc(C#N)c2O1, [Na+], O, [Pd+2]. The product is CC1(C)Cc2c(N3CCCC3)ccc(C#N)c2O1. RXN SMILES: [C:40]([O-:41])(=[O:42])[CH3:43].[C:45]([O-:46])(=[O:47])[CH3:48].[CH2:1]1[CH2:2][CH2:3][NH:4][CH2:5]1.[CH3:12][c:13]1[cH:14][cH:15][cH:16][cH:17][cH:18]1.[CH3:6][C:7]([CH3:8])([O-:9])[CH3:10].[F:19][C:20]([F:21])([F:22])[S:23]([O:24][c:25]1[cH:26][cH:27][c:28]([C:36]#[N:37])[c:29]2[c:30]1[CH2:31][C:32]([CH3:34])([CH3:35])[O:33]2)(=[O:38])=[O:39].[Na+:11].[OH2:49].[Pd+2:44]>>[CH2:1]1[CH2:2][CH2:3][N:4]([c:25]2[cH:26][cH:27][c:28]([C:36]#[N:37])[c:29]3[c:30]2[CH2:31][C:32]([CH3:34])([CH3:35])[O:33]3)[CH2:5]1. Starting materials: ClC(Cl)(Cl)Cl, Cl, I, CCOC(=O)C(O)CCc1ccc(C2CCCCC2)cc1. Yields the product CCOC(=O)C(O)CCc1ccc(C2CCCCC2)c(Cl)c1. Reaction SMILES: [C:24]([Cl:25])([Cl:26])([Cl:27])[Cl:28].[Cl:23].[I:22].[OH:1][CH:2]([C:3](=[O:4])[O:5][CH2:6][CH3:7])[CH2:8][CH2:9][c:10]1[cH:11][cH:12][c:13]([CH:16]2[CH2:17][CH2:18][CH2:19][CH2:20][CH2:21]2)[cH:14][cH:15]1>>[OH:1][CH:2]([C:3](=[O:4])[O:5][CH2:6][CH3:7])[CH2:8][CH2:9][c:10]1[cH:11][c:12]([Cl:25])[c:13]([CH:16]2[CH2:17][CH2:18][CH2:19][CH2:20][CH2:21]2)[cH:14][cH:15]1. Reactants: Brc1ccc(cn1)c2ccccc2, CC1(C)OB(OC1(C)C)c2cnc(nc2)n3cccn3. The reagents and catalysts are CCN=P(N=P(N(C)C)(N(C)C)N(C)C)(N(C)C)N(C)C (P2-Et), CC(C)c1cc(C(C)C)c(-c2ccccc2[PH](C(C)(C)C)(C(C)(C)C)[Pd]2(OS(C)(=O)=O)Nc3ccccc3-c3ccccc32)c(C(C)C)c1 (tBuXphos G3). The solvent is CS(C)=O (DMSO), O (water), CS(C)=O (DMSO), CS(C)=O (DMSO), CS(C)=O (DMSO). Reaction conditions: time 22 hour. Product: c1ccc(cc1)c2ccc(nc2)c3cnc(nc3)n4cccn4, Brc1ccc(cn1)c2ccccc2, c1ccc(-c2ccccc2)cc1. The reactants are BrC=1C=NC=NC1 (5-bromopyrimidine), C(C=C)(=O)OC (methyl 2-propenoate), TEA. The reagents and catalysts are C(C)(=O)[O-].[Pd+2].C(C)(=O)[O-] (palladium(II) acetate), C1(=C(C=CC=C1)P(C1=C(C=CC=C1)C)C1=C(C=CC=C1)C)C (tri-o-tolylphosphine). Solvent: CN(C)C=O (DMF). The product is N1=CN=CC(=C1)/C=C/C(=O)OC (Methyl (2E)-3-(5-pyrimidinyl)-2-propenoate). Yield: 66.0%. As a reaction SMILES: Br[C:2]1[CH:3]=[N:4][CH:5]=[N:6][CH:7]=1.[C:8]([O:12][CH3:13])(=[O:11])[CH:9]=[CH2:10]>CN(C=O)C.C([O-])(=O)C.[Pd+2].C([O-])(=O)C.C1(C)C=CC=CC=1P(C1C=CC=CC=1C)C1C=CC=CC=1C>[N:4]1[CH:3]=[C:2](/[CH:10]=[CH:9]/[C:8]([O:12][CH3:13])=[O:11])[CH:7]=[N:6][CH:5]=1 |f:3.4.5|. Procedure details: A solution of 5-bromopyrimidine (22.82 g, 144 mmol), methyl 2-propenoate (14.83 g, 172 mmol), palladium(II) acetate (0.322 g, 1.435 mmol), tri-o-tolylphosphine (0.874 g, 2.87 mmol), and TEA (32.0 g, 316 mmol) in DMF (100 mL) was heated at 130° C. under N2 for 7 h. After cooling, the reaction mixture was partitioned between water (200 mL) and DCM (200 mL). The organic phase was collected, washed with water (200 mL×4), brine, dried over sodium sulphate, and concentrated in vacuo to give the crude ...